Dataset: the Open Reaction Database (ORD), a public repository of structured organic reaction records. Task: describe an organic reaction: reactants, conditions, products, and yield Starting materials: OC1C(F)(F)CCCC1(Cl)Cl, ClCCl, [Mg+2], O=S(=O)([O-])[O-], O=[Cr](=O)([O-])Cl, c1cc[nH+]cc1. The product is OC1(O)C(F)(F)CCCC1(Cl)Cl. Reaction SMILES: [Cl:1][C:2]1([Cl:11])[CH:3]([OH:10])[C:4]([F:8])([F:9])[CH2:5][CH2:6][CH2:7]1.[Cl:29][CH2:30][Cl:31].[Mg+2:12].[O-:13][S:14](=[O:15])(=[O:16])[O-:17].[O:18]=[Cr:19]([Cl:20])([O-:21])=[O:22].[nH+:23]1[cH:24][cH:25][cH:26][cH:27][cH:28]1>>[Cl:1][C:2]1([Cl:11])[C:3]([OH:10])([OH:13])[C:4]([F:8])([F:9])[CH2:5][CH2:6][CH2:7]1. The reactants are FC1=C(C=CC(=C1C(C1=CNC=2N=CN=C(C21)C)O)F)NS(=O)(=O)CC(C)C (2-methyl-propane-1-sulfonic acid {2,4-difluoro-3-[hydroxy-(4-methyl-7H-pyrrolo[2,3-d]pyrimidin-5-yl)-methyl]-phenyl}-amide), CC(=O)OI1(C=2C=CC=CC2C(=O)O1)(OC(=O)C)OC(=O)C (Dess-Martin periodinane), S(=S)(=O)([O-])[O-].[Na+].[Na+] (sodium thiosulfate), C([O-])(O)=O.[Na+] (sodium bicarbonate). Run in O1CCCC1 (tetrahydrofuran). Reaction conditions: time 2 hour. Yields the product FC1=C(C=CC(=C1C(=O)C1=CNC=2N=CN=C(C21)C)F)NS(=O)(=O)CC(C)C (2-methyl-propane-1-sulfonic acid [2,4-difluoro-3-(4-methyl-7H-pyrrolo[2,3-d]pyrimidine-5-carbonyl)-phenyl]-amide). Isolated yield 28.6%. RXN SMILES: [F:1][C:2]1[C:7]([CH:8]([OH:19])[C:9]2[C:17]3[C:16]([CH3:18])=[N:15][CH:14]=[N:13][C:12]=3[NH:11][CH:10]=2)=[C:6]([F:20])[CH:5]=[CH:4][C:3]=1[NH:21][S:22]([CH2:25][CH:26]([CH3:28])[CH3:27])(=[O:24])=[O:23].CC(OI1(OC(C)=O)(OC(C)=O)OC(=O)C2C=CC=CC1=2)=O.S([O-])([O-])(=O)=S.[Na+].[Na+].C(=O)(O)[O-].[Na+]>O1CCCC1>[F:1][C:2]1[C:7]([C:8]([C:9]2[C:17]3[C:16]([CH3:18])=[N:15][CH:14]=[N:13][C:12]=3[NH:11][CH:10]=2)=[O:19])=[C:6]([F:20])[CH:5]=[CH:4][C:3]=1[NH:21][S:22]([CH2:25][CH:26]([CH3:28])[CH3:27])(=[O:24])=[O:23] |f:2.3.4,5.6|. Procedure: To 2-methyl-propane-1-sulfonic acid {2,4-difluoro-3-[hydroxy-(4-methyl-7H-pyrrolo[2,3-d]pyrimidin-5-yl)-methyl]-phenyl}-amide (77, 99 mg, 0.24 mmol) in 2 mL of tetrahydrofuran, Dess-Martin periodinane (112 mg, 0.265 mmol) is added and the reaction is stirred at room temperature for 2 hours. The reaction is poured into saturated aqueous sodium thiosulfate along with some sodium bicarbonate solid and extracted with ethyl acetate. The organic layer is washed with water, then brine, and dried with s... Reactants: Br, COc1cc(SC)ccc1C(=O)O, COCCn1c(=N)sc2ccccc21. RXN SMILES: [BrH:1].[CH3:16][O:17][c:18]1[c:19]([C:20](=[O:21])[OH:22])[cH:23][cH:24][c:25]([S:27][CH3:28])[cH:26]1.[CH3:2][O:3][CH2:4][CH2:5][n:6]1[c:7](=[NH:15])[s:8][c:9]2[c:10]1[cH:11][cH:12][cH:13][cH:14]2>>[CH3:2][O:3][CH2:4][CH2:5][n:6]1[c:7](=[N:15][C:20]([c:19]2[c:18]([O:17][CH3:16])[cH:26][c:25]([S:27][CH3:28])[cH:24][cH:23]2)=[O:21])[s:8][c:9]2[c:10]1[cH:11][cH:12][cH:13][cH:14]2. Product: COCCn1c(=NC(=O)c2ccc(SC)cc2OC)sc2ccccc21. Reactants: ClC1=C(C#N)C=CC(=C1)F (2-chloro-4-fluorobenzonitrile), ClC1=C(C=CC(=C1)OC)O (2-chloro-4-methoxyphenol), C([O-])([O-])=O.[K+].[K+] (potassium carbonate). The solvent is CS(=O)C (DMSO). Reaction conditions: temperature 120 celsius, time 2 hour. Yields the product ClC1=C(C#N)C=CC(=C1)OC1=C(C=C(C=C1)OC)Cl (2-chloro-4-(2-chloro-4-methoxy-phenoxy)-benzonitrile). As a reaction SMILES: [Cl:1][C:2]1[CH:9]=[C:8](F)[CH:7]=[CH:6][C:3]=1[C:4]#[N:5].[Cl:11][C:12]1[CH:17]=[C:16]([O:18][CH3:19])[CH:15]=[CH:14][C:13]=1[OH:20].C(=O)([O-])[O-].[K+].[K+]>CS(C)=O>[Cl:1][C:2]1[CH:9]=[C:8]([O:20][C:13]2[CH:14]=[CH:15][C:16]([O:18][CH3:19])=[CH:17][C:12]=2[Cl:11])[CH:7]=[CH:6][C:3]=1[C:4]#[N:5] |f:2.3.4|. Procedure details: A solution of 3.0 g (19.28 mmol) of 2-chloro-4-fluorobenzonitrile and 3.06 g (19.28 mmol) of 2-chloro-4-methoxyphenol in 77 mL DMSO was combined with 5.32 g (38.57 mmol) of potassium carbonate and stirred for 2 h at 120° C. Then the mixture was evaporated to dryness in vacuo, the residue was taken up in dichloromethane and washed once with semisaturated potassium carbonate solution and twice with water. The organic phase was dried on sodium sulphate and evaporated down. Yields the product C(C)OC(=O)C1=NOC(=N1)C1=C(C=NC=C1)NC1=C(C=C(C=C1)I)F (5-[3-(2-Fluoro-4-iodo-phenylamino)-pyridin-4-yl]-[1,2,4]oxadiazole-3-carboxylic acid ethyl ester). Solvent: O (water), CN(C)C=O (DMF). The yield is 61.9%. Procedure: A reaction mixture of 3-(2-Fluoro-4-iodo-phenylamino)-isonicotinic acid (1000 mg, 2.79 mmol, 1.00 eq), and Di-imidazol-1-yl-methanone ((543 mg, 3.35 mmol, 1.20 eq) in DMF was stirred for 4 hrs at RT under argon. Then hydroxyamino-imino-acetic acid ethyl ester (612 mg, 4.19 mmol, 1.5 eq.) was added and the reaction mixture was stirred overnight, and then diluted with water. A yellow precipitate was formed that was filtered to afford the product (785 mg). [5.46 min; 455 (M+1)] Run at time 4 hour. Starting materials: FC1=C(C=CC(=C1)I)NC1=C(C(=O)O)C=CN=C1 (3-(2-Fluoro-4-iodo-phenylamino)-isonicotinic acid), N1(C=NC=C1)C(=O)N1C=NC=C1 (Di-imidazol-1-yl-methanone), C(C)OC(C(=N)NO)=O (hydroxyamino-imino-acetic acid ethyl ester). As a reaction SMILES: [F:1][C:2]1[CH:7]=[C:6]([I:8])[CH:5]=[CH:4][C:3]=1[NH:9][C:10]1[CH:18]=[N:17][CH:16]=[CH:15][C:11]=1[C:12]([OH:14])=O.N1(C(N2C=CN=C2)=O)C=CN=C1.[CH2:31]([O:33][C:34](=[O:39])[C:35]([NH:37]O)=[NH:36])[CH3:32]>CN(C=O)C.O>[CH2:31]([O:33][C:34]([C:35]1[N:37]=[C:12]([C:11]2[CH:15]=[CH:16][N:17]=[CH:18][C:10]=2[NH:9][C:3]2[CH:4]=[CH:5][C:6]([I:8])=[CH:7][C:2]=2[F:1])[O:14][N:36]=1)=[O:39])[CH3:32]. The reactants are C(C)(C)(C)OC(=O)N(C(OC(C)(C)C)=O)C1=C(C(=CC(=C1F)C)Br)C (tert-butyl N-tert-butoxycarbonyl-N-(3-bromo-6-fluoro-2,5-dimethylphenyl)carbamate), CC(=O)[O-].[K+] (KOAc), B1(OC(C(O1)(C)C)(C)C)B2OC(C(O2)(C)C)(C)C (bis(pinacolato)diboron), OO (H2O2), [OH-].[Na+] (NaOH), Cl (HCl), O1CCOCC1 (dioxane), [OH-].[Na+] (NaOH), Cl (HCl). The reagents and catalysts are C1=CC=C(C=C1)P([C-]2C=CC=C2)C3=CC=CC=C3.C1=CC=C(C=C1)P([C-]2C=CC=C2)C3=CC=CC=C3.Cl[Pd]Cl.[Fe+2] (Pd(dppf)Cl2). Solvent: CS(=O)C (DMSO), CO (MeOH), O (water), C1CCOC1 (THF). Reaction conditions: temperature 80 celsius, time 8 hour. The product is NC=1C(=C(C=C(C1F)C)O)C (3-amino-4-fluoro-2,5-dimethyl-phenol). Yield: 52.2%. As a reaction SMILES: C(OC([N:8]([C:16]1[C:21]([F:22])=[C:20]([CH3:23])[CH:19]=[C:18](Br)[C:17]=1[CH3:25])C(=O)OC(C)(C)C)=O)(C)(C)C.CC([O-])=[O:28].[K+].B1(B2OC(C)(C)C(C)(C)O2)OC(C)(C)C(C)(C)O1.OO.[OH-].[Na+].Cl.O1CCOCC1>CS(C)=O.C1COCC1.CO.C1C=CC(P(C2C=CC=CC=2)[C-]2C=CC=C2)=CC=1.C1C=CC(P(C2C=CC=CC=2)[C-]2C=CC=C2)=CC=1.Cl[Pd]Cl.[Fe+2].O>[NH2:8][C:16]1[C:17]([CH3:25])=[C:18]([OH:28])[CH:19]=[C:20]([CH3:23])[C:21]=1[F:22] |f:1.2,5.6,12.13.14.15|. Procedure: A mixture of tert-butyl N-tert-butoxycarbonyl-N-(3-bromo-6-fluoro-2,5-dimethylphenyl)carbamate (0.81 g, 1.94 mmol, 1.0 eq), Pd(dppf)Cl2 (763 mg, 0.19 mmol, 0.1 eq), KOAc (571 mg, 5.82 mmol, 3.0 eq) and bis(pinacolato)diboron (591 mg, 2.33 mmol, 1.2 eq) in DMSO (10 mL) under N2 was stirred at 80° C. overnight. After cooling to room temperature, the reaction was poured into water and extracted with EtOAc. The combined organic extracts were washed with water and brine, dried (Na2SO4), filtered and ...